This data is from the Open Reaction Database (ORD), a public repository of structured organic reaction records. The task is: describe an organic reaction: reactants, conditions, products, and yield Reactants: C(C)OC(=O)C=1C(=NOC1)C(NC1CC1)=O (3-(cyclopropylcarbamoyl)-isoxazole-4-carboxylic acid ethyl ester), [Li+].[OH-] (LiOH), C(C)OCC (diethyl ether). Run in C1CCOC1 (THF), C(C)O (ethanol). Conditions: temperature 20 celsius, time 1 hour. The product is C1(CC1)NC(=O)C1=NOC=C1C(=O)O (3-(Cyclopropylcarbamoyl)-isoxazole-4-carboxylic acid). Isolated yield 88.3%. As a reaction SMILES: C([O:3][C:4]([C:6]1[C:7]([C:11](=[O:16])[NH:12][CH:13]2[CH2:15][CH2:14]2)=[N:8][O:9][CH:10]=1)=[O:5])C.[Li+].[OH-].C(OCC)C>C1COCC1.C(O)C>[CH:13]1([NH:12][C:11]([C:7]2[C:6]([C:4]([OH:5])=[O:3])=[CH:10][O:9][N:8]=2)=[O:16])[CH2:14][CH2:15]1 |f:1.2|. Procedure details: To a solution of 3-(cyclopropylcarbamoyl)-isoxazole-4-carboxylic acid ethyl ester (600 mg, 2.68 mmol) in THF (7 ml) and ethanol (3 ml) was added LiOH (1M; 5.35 ml, 5.35 mmol) at 0-5° C. The mixture was stirred at 20° C. for 1 h, poured into 50 ml diethyl ether and extracted. The organic phase was washed with water. The combined aqueous phases were acidified with 1M HCl (6 ml) and extracted with dichloromethane. The organic layers were dried and evaporated to yield the product as yellow oil (464 ... Reactants: N1CCCCC1 (piperidine), C(=O)(OC(C)(C)C)N[C@@H](CC(C)C)C(=O)O (Boc-L-leucine). Yields the product C(=O)(OC(C)(C)C)N[C@@H](CC(C)C)C(=O)N1CCCCC1 (N-(Boc-L-leucyl)piperidine). Yield: 80.0%. Reaction SMILES: [NH:1]1[CH2:6][CH2:5][CH2:4][CH2:3][CH2:2]1.[C:7]([NH:14][C@H:15]([C:20](O)=[O:21])[CH2:16][CH:17]([CH3:19])[CH3:18])([O:9][C:10]([CH3:13])([CH3:12])[CH3:11])=[O:8]>>[C:7]([NH:14][C@H:15]([C:20]([N:1]1[CH2:6][CH2:5][CH2:4][CH2:3][CH2:2]1)=[O:21])[CH2:16][CH:17]([CH3:18])[CH3:19])([O:9][C:10]([CH3:11])([CH3:13])[CH3:12])=[O:8]. Procedure details: In substantially the same manner as Working Example 2, piperidine (0.86 g, manufactured by Wako Pure Chemical Industries, Ltd.).was condensed with Boc-L-leucine (2.74 g, manufactured by Peptide Institute, Inc.) to give N-(Boc-L-leucyl)piperidine (3.34 g) as white needles (yield 80%). The Boc group of the product was deprotected by using TFA, and 1.20 g of thus-deprotected compound was condensed, in substantially the same manner as Working Example 2, with (2S,3S)-ethyl hydrogen N-Z-aziridine-2,3-... Starting materials: CCO, CCOC(=O)Cc1ccc(N2Cc3c(c(OCC(F)(F)F)c4ccccc4c3OCC)C2=O)c(Cl)c1, [Na+], [OH-]. Product: CCOc1c2c(c(OCC(F)(F)F)c3ccccc13)C(=O)N(c1ccc(CC(=O)O)cc1Cl)C2. Reaction SMILES: [CH3:39][CH2:40][OH:41].[Cl:1][c:2]1[cH:3][c:4]([CH2:31][C:32](=[O:33])[O:34][CH2:35][CH3:36])[cH:5][cH:6][c:7]1[N:8]1[CH2:9][c:10]2[c:11]([O:28][CH2:29][CH3:30])[c:12]3[c:13]([c:14]([O:18][CH2:19][C:20]([F:21])([F:22])[F:23])[c:15]2[C:16]1=[O:17])[cH:24][cH:25][cH:26][cH:27]3.[Na+:38].[OH-:37]>>[Cl:1][c:2]1[cH:3][c:4]([CH2:31][C:32](=[O:33])[OH:34])[cH:5][cH:6][c:7]1[N:8]1[CH2:9][c:10]2[c:11]([O:28][CH2:29][CH3:30])[c:12]3[c:13]([c:14]([O:18][CH2:19][C:20]([F:21])([F:22])[F:23])[c:15]2[C:16]1=[O:17])[cH:24][cH:25][cH:26][cH:27]3. Reactants: CC1(N=C1C1=CC=CC=C1)C (2,2-dimethyl-3-phenyl-2H-azirine), CC1=C(C=O)C(=CC(=C1)N(C)C)C (2,6-dimethyl-4-(dimethylamino)benzaldehyde). The solvent is O1CCOCC1 (1,4-dioxane). Product: CN(C1=CC(=C(C(=C1)C)C1C(=NC(O1)(C)C)C1=CC=CC=C1)C)C (5-[4-(dimethylamino)-2,6-xylyl]-2,2-dimethyl-4-phenyl-3-oxazoline). RXN SMILES: [CH3:1][C:2]1([CH3:11])[C:4]([C:5]2[CH:10]=[CH:9][CH:8]=[CH:7][CH:6]=2)=[N:3]1.[CH3:12][C:13]1[CH:20]=[C:19]([N:21]([CH3:23])[CH3:22])[CH:18]=[C:17]([CH3:24])[C:14]=1[CH:15]=[O:16]>O1CCOCC1>[CH3:23][N:21]([CH3:22])[C:19]1[CH:20]=[C:13]([CH3:12])[C:14]([CH:15]2[O:16][C:2]([CH3:1])([CH3:11])[N:3]=[C:4]2[C:5]2[CH:6]=[CH:7][CH:8]=[CH:9][CH:10]=2)=[C:17]([CH3:24])[CH:18]=1. Procedure details: 2.25 g of 2,2-dimethyl-3-phenyl-2H-azirine and 2 g of 2,6-dimethyl-4-(dimethylamino)benzaldehyde were exposed to light for 3 hours in 350 ml of 1,4-dioxane (with the light source described in Example 2). After purification as described in Example 11 and crystallization from n-pentane, there was obtained 5-[4-(dimethylamino)-2,6-xylyl]-2,2-dimethyl-4-phenyl-3-oxazoline which melted at 105° C. after drying for 4 hours at 60° C. and 13 Torr. Procedure: Trans-1,2-diamino-6-fluoro-1,2,3,4-tetrahydronaphthalene (3.84 g, 21.3 m mol) was dissolved in ethanol (40 ml) and carbon disulfide (1.4 ml, 23.4 m mol) was added to the solution. After the resulting white suspension was stirred for a while, water (20 ml) was added to the suspension and they were heated under reflux for 30 minutes. The reaction mixture was cooled with ice and the precipitate was filtered. The solid was washed in turn with water (three portions of 20 ml, totaling 60 ml), ethyl et... The reactants are C(=S)=S (carbon disulfide), N[C@H]1[C@@H](CCC2=CC(=CC=C12)F)N (Trans-1,2-diamino-6-fluoro-1,2,3,4-tetrahydronaphthalene), O (water). Solvent: C(C)O (ethanol). The yield is 82.0%. Yields the product FC=1C=C2CC[C@@H]3[C@H](NC(N3)=S)C2=CC1 (trans-7-fluoro-3a,4,5,9b-tetrahydronaphth[1,2-d]imidazoline-2-thione). Reaction SMILES: [NH2:1][C@@H:2]1[C:11]2[C:6](=[CH:7][C:8]([F:12])=[CH:9][CH:10]=2)[CH2:5][CH2:4][C@H:3]1[NH2:13].[C:14](=S)=[S:15].O>C(O)C>[F:12][C:8]1[CH:7]=[C:6]2[C:11](=[CH:10][CH:9]=1)[C@H:2]1[NH:1][C:14](=[S:15])[NH:13][C@@H:3]1[CH2:4][CH2:5]2.